This data is from the Open Reaction Database (ORD), a public repository of structured organic reaction records. The task is: describe an organic reaction: reactants, conditions, products, and yield Starting materials: C(C1=CC=CC=C1)OC1=CC=NC=C1 (4-benzyloxy pyridine), ClCC=1NC2=C(N1)C=CC=C2 (2-(chloromethyl) benzimidazole), N (NH3). Solvent: C1(=CC=CC=C1)C (PhMe). Product: C(C1=CC=CC=C1)OC=1CCN(CC1)CC=1NC2=C(N1)C=CC=C2 (2-(4-Benzyloxy-1,2,3,6-tetrahydropyridin-1-ylmethyl)benzimidazole). Reaction SMILES: [CH2:1]([O:8][C:9]1[CH:14]=[CH:13][N:12]=[CH:11][CH:10]=1)[C:2]1[CH:7]=[CH:6][CH:5]=[CH:4][CH:3]=1.Cl[CH2:16][C:17]1[NH:18][C:19]2[CH:25]=[CH:24][CH:23]=[CH:22][C:20]=2[N:21]=1.N>C1(C)C=CC=CC=1>[CH2:1]([O:8][C:9]1[CH2:10][CH2:11][N:12]([CH2:16][C:17]2[NH:18][C:19]3[CH:25]=[CH:24][CH:23]=[CH:22][C:20]=3[N:21]=2)[CH2:13][CH:14]=1)[C:2]1[CH:3]=[CH:4][CH:5]=[CH:6][CH:7]=1. Procedure: Prepared from 4-benzyloxy pyridine and 2-(chloromethyl) benzimidazole in an analagous manner to that described previously. M.p. 170°-172° C. (PhMe); (Found: C, 75.19; H, 6.45; N, 13.02. C20H21N3O requires C, 75.21; H, 6.63; N, 13.16%). δH (CDCl3) 2.35 (2H, br s, tetrahydropyridinyl 3-CH2), 2.81 (2H, t, J 5.6 Hz, tetrahydropyridinyl 2-CH2), 3.21 (2H, br s, tetrahydropyridinyl 6-CH2), 3.98 (2H, s, NCH2Ar), 4.75 (1H, br s, tetrahydropyridinyl 5-CH), 4.81 (2H, s, PhCH2O), 7.22-7.27 (3H, m, ArH), 7.3... Reactants: O=C1C(C(N(C2=C(N1CC(=O)N(C1=CC=C(C=C1)OC)C(C)C)C=CC=C2)C=2C=NC=CC2)=O)CC2=NN(C1=CC=CC=C21)C(=O)C2NC(SC2)=O (2-{2,4-Dioxo-3-[1-(2-oxo-thiazolidine-4-carbonyl)-1H-indazol-3-yl methyl]-5-pyridin-3-yl-2,3,4,5-tetrahydro benzo[b][1,4]diazepin-1-yl}-N-isopropyl-N-(4-methoxyphenyl) acetamide), C([O-])([O-])=O.[K+].[K+] (potassium carbonate). Solvent: CO (methanol), CCOC(=O)C (EtOAc), O (H2O). Conditions: time 20 minute. Product: N1N=C(C2=CC=CC=C12)CC1C(N(C2=C(N(C1=O)CC(=O)N(C1=CC=C(C=C1)OC)C(C)C)C=CC=C2)C=2C=NC=CC2)=O ((+)-2-[3-(1H-Indazol-3-yl methyl)-2,4-dioxo-5-pyridin-3-yl-2,3,4,5-tetrahydro benzo[b][1,4]diazepin-1-yl]-N-isopropyl-N-(4-methoxyphenyl) acetamide). Isolated yield 78.8%. RXN SMILES: [O:1]=[C:2]1[N:8]([CH2:9][C:10]([N:12]([CH:21]([CH3:23])[CH3:22])[C:13]2[CH:18]=[CH:17][C:16]([O:19][CH3:20])=[CH:15][CH:14]=2)=[O:11])[C:7]2[CH:24]=[CH:25][CH:26]=[CH:27][C:6]=2[N:5]([C:28]2[CH:29]=[N:30][CH:31]=[CH:32][CH:33]=2)[C:4](=[O:34])[CH:3]1[CH2:35][C:36]1[C:44]2[C:39](=[CH:40][CH:41]=[CH:42][CH:43]=2)[N:38](C(C2CSC(=O)N2)=O)[N:37]=1.C(=O)([O-])[O-].[K+].[K+]>CO.CCOC(C)=O.O>[NH:38]1[C:39]2[C:44](=[CH:43][CH:42]=[CH:41][CH:40]=2)[C:36]([CH2:35][CH:3]2[C:2](=[O:1])[N:8]([CH2:9][C:10]([N:12]([CH:21]([CH3:23])[CH3:22])[C:13]3[CH:18]=[CH:17][C:16]([O:19][CH3:20])=[CH:15][CH:14]=3)=[O:11])[C:7]3[CH:24]=[CH:25][CH:26]=[CH:27][C:6]=3[N:5]([C:28]3[CH:29]=[N:30][CH:31]=[CH:32][CH:33]=3)[C:4]2=[O:34])=[N:37]1 |f:1.2.3|. Procedure: To a stirred solution of 400 mg (0.556 mmol) of 2-{2,4-Dioxo-3-[1-(2-oxo-thiazolidine-4-carbonyl)-1H-indazol-3-yl methyl]-5-pyridin-3-yl-2,3,4,5-tetrahydro benzo[b][1,4]diazepin-1-yl}-N-isopropyl-N-(4-methoxyphenyl) acetamide, prepared as in Example 71 in 10 mL methanol is added 154 mg (1.11 mmol, 2 equiv.) of potassium carbonate. The suspension is stirred for 20 min and diluted with 25 mL EtOAc and 25 mL H2O. The organic phase is washed with H2O (2×25 mL) and then dried (MgSO4), and the solvent...